Dataset: the Open Reaction Database (ORD), a public repository of structured organic reaction records. Task: describe an organic reaction: reactants, conditions, products, and yield Reactants: C1(=CC=CC=C1)P(C1=CC=CC=C1)C1=CC=CC=C1 (triphenylphosphine), BrBr (Br2), OCC1=COC2=C1C=CC=C2 (3-hydroxymethylbenzofuran), Intermediate 19. Yield: 81.7%. Reported procedure: To a stirring solution of 912 mg (3.48 mmol, 1.2 equiv) of triphenylphosphine in 5 mL of CCl4 at 0° C. is added 165 μL (3.19 mmol, 1.1 equiv) of Br2. The resulting orange-yellow suspension is stirred 10 min at 0° C., then a solution of 430 mg (2.90 mmol) of 3-hydroxymethylbenzofuran, prepared as in Intermediate 19, in 5 mL of CCl4 is added over 2 min. The resulting solution is stirred 1.5 h at RT, and the solvent is removed in vacuo. Purification of the residue by silica gel flash column chromat... Solvent: C(Cl)(Cl)(Cl)Cl (CCl4), C(Cl)(Cl)(Cl)Cl (CCl4). Reaction SMILES: C1(P(C2C=CC=CC=2)C2C=CC=CC=2)C=CC=CC=1.[Br:20]Br.O[CH2:23][C:24]1[C:28]2[CH:29]=[CH:30][CH:31]=[CH:32][C:27]=2[O:26][CH:25]=1>C(Cl)(Cl)(Cl)Cl>[Br:20][CH2:23][C:24]1[C:28]2[CH:29]=[CH:30][CH:31]=[CH:32][C:27]=2[O:26][CH:25]=1. Run at temperature 0 celsius, time 10 minute. The product is BrCC1=COC2=C1C=CC=C2 (3-Bromomethylbenzofuran). Starting materials: Brc1ccc(CN2CCOCC2)cc1, CS(=O)(=O)c1cccc(-c2cccc3nc(N)nn23)c1. Yields the product CS(=O)(=O)c1cccc(-c2cccc3nc(Nc4ccc(CN5CCOCC5)cc4)nn23)c1. RXN SMILES: [Br:21][c:22]1[cH:23][cH:24][c:25]([CH2:26][N:27]2[CH2:28][CH2:29][O:30][CH2:31][CH2:32]2)[cH:33][cH:34]1.[CH3:1][S:2](=[O:3])(=[O:4])[c:5]1[cH:6][c:7](-[c:11]2[cH:12][cH:13][cH:14][c:15]3[n:16]2[n:17][c:18]([NH2:20])[n:19]3)[cH:8][cH:9][cH:10]1>>[CH3:1][S:2](=[O:3])(=[O:4])[c:5]1[cH:6][c:7](-[c:11]2[cH:12][cH:13][cH:14][c:15]3[n:16]2[n:17][c:18]([NH:20][c:22]2[cH:23][cH:24][c:25]([CH2:26][N:27]4[CH2:28][CH2:29][O:30][CH2:31][CH2:32]4)[cH:33][cH:34]2)[n:19]3)[cH:8][cH:9][cH:10]1.